This data is from the Open Reaction Database (ORD), a public repository of structured organic reaction records. The task is: describe an organic reaction: reactants, conditions, products, and yield Starting materials: COC=1C=C(C=O)C=C(C1)OC (3,5-Dimethoxybenzaldehyde), COC=1C=C(C=C(C1)OC)[Mg]Cl (3,5-Dimethoxyphenyl magnesium chloride). Solvent: C1CCOC1 (THF). Reaction conditions: temperature 40 celsius. Product: COC=1C=C(C=C(C1)OC)C(O)C1=CC(=CC(=C1)OC)OC (Bis(3,5-dimethoxyphenyl)methanol). RXN SMILES: [CH3:1][O:2][C:3]1[CH:4]=[C:5]([CH:8]=[C:9]([O:11][CH3:12])[CH:10]=1)[CH:6]=[O:7].[CH3:13][O:14][C:15]1[CH:16]=[C:17]([Mg]Cl)[CH:18]=[C:19]([O:21][CH3:22])[CH:20]=1>C1COCC1>[CH3:12][O:11][C:9]1[CH:8]=[C:5]([CH:6]([C:17]2[CH:16]=[C:15]([O:14][CH3:13])[CH:20]=[C:19]([O:21][CH3:22])[CH:18]=2)[OH:7])[CH:4]=[C:3]([O:2][CH3:1])[CH:10]=1. Procedure: 3,5-Dimethoxybenzaldehyde (5.0 g, 30 mmol) was dissolved in 150 mL THF in a 500 mL round bottom flask. 3,5-Dimethoxyphenyl magnesium chloride (1 M in THF, 45 mL) was added slowly. The reaction was heated at 40° C. for 4 hours, then quenched with saturated ammonium chloride. The mixture was extracted with 3 portions of ether and the combined organic layers washed with brine, dried over anhydrous MgSO4, then concentrated to a crude pale yellow solid which was carried forward to the next step.: 1H ... Reactants: N (ammonia), 5.6, ClC(=O)C(C(=O)OCC)CCCCCC1=CC=C(C=C1)Cl (ethyl 2-(chlorocarbonyl)-7-(4-chlorophenyl)heptanoate). Solvent: C(Cl)Cl (methylene chloride), C(Cl)Cl (methylene chloride). Reaction conditions: time 30 minute. The product is NC(=O)C(C(=O)OCC)CCCCCC1=CC=C(C=C1)Cl (ethyl 2-(aminocarbonyl)-7-(4-chlorophenyl)heptanoate). As a reaction SMILES: [NH3:1].Cl[C:3]([CH:5]([CH2:11][CH2:12][CH2:13][CH2:14][CH2:15][C:16]1[CH:21]=[CH:20][C:19]([Cl:22])=[CH:18][CH:17]=1)[C:6]([O:8][CH2:9][CH3:10])=[O:7])=[O:4]>C(Cl)Cl>[NH2:1][C:3]([CH:5]([CH2:11][CH2:12][CH2:13][CH2:14][CH2:15][C:16]1[CH:21]=[CH:20][C:19]([Cl:22])=[CH:18][CH:17]=1)[C:6]([O:8][CH2:9][CH3:10])=[O:7])=[O:4]. Reported procedure: A saturated solution of gaseous ammonia in 25 ml of methylene chloride is added drop by drop at -10° C. to a solution of 5.6 (17 mmol) of ethyl 2-(chlorocarbonyl)-7-(4-chlorophenyl)heptanoate in 50 ml of methylene chloride. The mixture is stirred for 30 minutes at room temperature, suction filtered from the ammonium chloride, the filtrate is washed with water, and dried and concentrated. The concentrate is chromatographed on silica gel with a mixture of toluene and dioxane (5:1). 3.6 g (68% of t... The reactants are CC(C)C1(C(=O)O)CCC(NC(=O)OC(C)(C)C)C1, C[O-], CCO, ClCCl, Cl, [Na+], [Na+], O=C([O-])O, O=C1CCC(=O)N1Br, C1COCCO1, O=S(=O)(O)O. The product is CC(C)C1(C(=O)O)CCC(=O)C1. Reaction SMILES: [C:1]([O:2][C:3]([NH:4][CH:9]1[CH2:10][C:11]([C:14](=[O:15])[OH:16])([CH:17]([CH3:18])[CH3:19])[CH2:12][CH2:13]1)=[O:5])([CH3:6])([CH3:7])[CH3:8].[CH3:34][O-:35].[CH3:51][CH2:52][OH:53].[Cl:48][CH2:49][Cl:50].[ClH:20].[Na+:25].[Na+:36].[O-:21][C:22]([OH:23])=[O:24].[O:26]=[C:27]1[N:28]([Br:29])[C:30](=[O:31])[CH2:32][CH2:33]1.[O:42]1[CH2:43][CH2:44][O:45][CH2:46][CH2:47]1.[S:37](=[O:38])(=[O:39])([OH:40])[OH:41]>>[C:9]1(=[O:21])[CH2:10][C:11]([C:14](=[O:15])[OH:16])([CH:17]([CH3:18])[CH3:19])[CH2:12][CH2:13]1. As a reaction SMILES: C([Li])CCC.CCCCCC.Br[C:13]1[S:14][C:15]([C:18]([OH:27])([C:23]([F:26])([F:25])[F:24])[C:19]([F:22])([F:21])[F:20])=[CH:16][N:17]=1.CN(C)[CH:30]=[O:31]>C(OCC)C>[F:20][C:19]([F:22])([F:21])[C:18]([C:15]1[S:14][C:13]([CH:30]=[O:31])=[N:17][CH:16]=1)([OH:27])[C:23]([F:26])([F:25])[F:24]. Procedure details: To a nitrogen purged three-necked flask was added n-butyl lithium in hexane (2.5M, 9.09 mmol, 3.64 mL) and diethyl ether (8 mL). The solution was cooled to −78° C. and 2-(2-bromothiazol-5-yl)-1,1,1,3,3,3-hexafluoropropan-2-ol (3.03 mmol, 1 g) in diethyl ether (7 mL) added drop wise over a period of 15 minutes. The mixture was stirred at −78° C. for 20 minutes before the drop wise addition of N,N-dimethylformamide (4.54 mmol, 0.332 g) in diethyl ether (4 mL). The mixture was stirred at −78° C. fo... Reaction conditions: temperature -78 celsius, time 1 hour. The yield is 59.1%. The reactants are BrC=1SC(=CN1)C(C(F)(F)F)(C(F)(F)F)O (2-(2-bromothiazol-5-yl)-1,1,1,3,3,3-hexafluoropropan-2-ol), CN(C=O)C (N,N-dimethylformamide), C(CCC)[Li] (n-butyl lithium), CCCCCC (hexane). Run in C(C)OCC (diethyl ether), C(C)OCC (diethyl ether), C(C)OCC (diethyl ether). The product is FC(C(C(F)(F)F)(O)C1=CN=C(S1)C=O)(F)F (5-(1,1,1,3,3,3-Hexafluoro-2-hydroxypropan-2-yl)thiazole-2-carbaldehyde). The reactants are Brc1cscc1Br, CCOC(C)=O, Cc1ccccc1, N#N, Cc1ccc([Sn](C)(C)C)cc1, c1ccc(P(c2ccccc2)(c2ccccc2)[Pd](P(c2ccccc2)(c2ccccc2)c2ccccc2)(P(c2ccccc2)(c2ccccc2)c2ccccc2)P(c2ccccc2)(c2ccccc2)c2ccccc2)cc1. Product: Cc1ccc(-c2cscc2Br)cc1. Reaction SMILES: [Br:14][c:15]1[cH:16][s:17][cH:18][c:19]1[Br:20].[CH3:21][CH2:22][O:23][C:24]([CH3:25])=[O:26].[CH3:27][c:28]1[cH:29][cH:30][cH:31][cH:32][cH:33]1.[N:12]#[N:13].[c:1]1([CH3:11])[cH:2][cH:3][c:4]([Sn:7]([CH3:8])([CH3:9])[CH3:10])[cH:5][cH:6]1.[cH:34]1[cH:35][cH:36][c:37]([P:38]([Pd:39]([P:40]([c:41]2[cH:42][cH:43][cH:44][cH:45][cH:46]2)([c:47]2[cH:48][cH:49][cH:50][cH:51][cH:52]2)[c:53]2[cH:54][cH:55][cH:56][cH:57][cH:58]2)([P:59]([c:60]2[cH:61][cH:62][cH:63][cH:64][cH:65]2)([c:66]2[cH:67][cH:68][cH:69][cH:70][cH:71]2)[c:72]2[cH:73][cH:74][cH:75][cH:76][cH:77]2)[P:78]([c:79]2[cH:80][cH:81][cH:82][cH:83][cH:84]2)([c:85]2[cH:86][cH:87][cH:88][cH:89][cH:90]2)[c:91]2[cH:92][cH:93][cH:94][cH:95][cH:96]2)([c:97]2[cH:98][cH:99][cH:100][cH:101][cH:102]2)[c:103]2[cH:104][cH:105][cH:106][cH:107][cH:108]2)[cH:109][cH:110]1>>[c:1]1([CH3:11])[cH:2][cH:3][c:4](-[c:15]2[cH:16][s:17][cH:18][c:19]2[Br:20])[cH:5][cH:6]1. The reactants are C(C)(=O)O (acetic acid), C(C)OC(CCCCl)OCC (4-Chlorobutyraldehyde diethyl acetal), Cl (hydrogen chloride), ClC1=CC=C(C(C(=O)NO)=C1)O (5-chlorosalicylhydroxamic acid), C(C)(=O)O (acetic acid), Cl (hydrogen chloride). Solvent: O (water). Run at time 8 hour. Yields the product ClC=1C=CC2=C(C(N(C(O2)CCCCl)O)=O)C1 (6-Chloro-2-(3-chloropropyl)-2,3-dihydro-3-hydroxy-4H-1,3-benzoxazin-4-one). RXN SMILES: C(O)(=O)C.Cl.[Cl:6][C:7]1[CH:16]=[C:11]([C:12]([NH:14][OH:15])=[O:13])[C:10]([OH:17])=[CH:9][CH:8]=1.C(O[CH:21](OCC)[CH2:22][CH2:23][CH2:24][Cl:25])C>O>[Cl:6][C:7]1[CH:8]=[CH:9][C:10]2[O:17][CH:21]([CH2:22][CH2:23][CH2:24][Cl:25])[N:14]([OH:15])[C:12](=[O:13])[C:11]=2[CH:16]=1. Procedure: 6-Chloro-2-(3-chloropropyl)-2,3-dihydro-3-hydroxy-4H-1,3-benzoxazin-4-one was prepared by adding 250 ml. of glacial acetic acid saturated with hydrogen chloride gas to 37 g. of 5-chlorosalicylhydroxamic acid. 4-Chlorobutyraldehyde diethyl acetal (34 g.) and 50 ml. of glacial acetic acid saturated with hydrogen chloride gas were then added simultaneously with stirring at a rate to maintain a temperature of 25° to 40° C. The resulting mixture was stirred and heated at 55° to 60° C. for 2 hours and... Reactants: NS(=O)(=O)N (aminosulfonamide), C(=O)([O-])[O-].[K+].[K+] (K2CO3), ClCCCS(=O)(=O)N1CCC(CC1)C1=CNC2=C(C=C(C=C12)C1=CSC=C1)C(=O)N (3-{1-[(3-chloropropyl)sulfonyl]-4-piperidinyl}-5-(3-thienyl)-1H-indole-7-carboxamide), N1CCOCC1 (morpholine). The product is N1(CCOCC1)CCCS(=O)(=O)N1CCC(CC1)C1=CNC2=C(C=C(C=C12)C1=CSC=C1)C(=O)N (3-(1-{[3-(4-morpholinyl)propyl]sulfonyl}-4-piperidinyl)-5-(3-thienyl)-1H-indole-7-carboxamide). Yield: 49.1%. RXN SMILES: NS(N)(=O)=O.Cl[CH2:7][CH2:8][CH2:9][S:10]([N:13]1[CH2:18][CH2:17][CH:16]([C:19]2[C:27]3[C:22](=[C:23]([C:33]([NH2:35])=[O:34])[CH:24]=[C:25]([C:28]4[CH:32]=[CH:31][S:30][CH:29]=4)[CH:26]=3)[NH:21][CH:20]=2)[CH2:15][CH2:14]1)(=[O:12])=[O:11].[NH:36]1[CH2:41][CH2:40][O:39][CH2:38][CH2:37]1.C([O-])([O-])=O.[K+].[K+]>>[N:36]1([CH2:7][CH2:8][CH2:9][S:10]([N:13]2[CH2:18][CH2:17][CH:16]([C:19]3[C:27]4[C:22](=[C:23]([C:33]([NH2:35])=[O:34])[CH:24]=[C:25]([C:28]5[CH:32]=[CH:31][S:30][CH:29]=5)[CH:26]=4)[NH:21][CH:20]=3)[CH2:15][CH2:14]2)(=[O:12])=[O:11])[CH2:41][CH2:40][O:39][CH2:38][CH2:37]1 |f:3.4.5|. Procedure details: Following the general procedure for aminosulfonamide formation outlined in example 2, 3-{1-[(3-chloropropyl)sulfonyl]-4-piperidinyl}-5-(3-thienyl)-1H-indole-7-carboxamide (40 mg, 0.13 mmol) and morpholine (0.069 mL, 0.65 mmol) were allowed to react in the presence of K2CO3 (74 mg, 0.65 mmol). The resulting residue was purified by reverse phase HPLC eluting with 10% B to 80% B, where A=H2O (0.1% trifluoroacetic acid) and B=CH3CN (0.1% trifluoroacetic acid) to give the title compound (33 mg, 51%).